From a dataset of the Open Reaction Database (ORD), a public repository of structured organic reaction records. describe an organic reaction: reactants, conditions, products, and yield The reactants are ClC1=CC=C(OCC(=O)N[C@@H]([C@H](O)C)C(=O)O)C=C1 (N-(p-chlorophenoxy)acetyl-L-threonine), [N+](=[N-])=C (diazomethane). Run in C(C)OCC (ethyl ether), C(C)OCC (ethyl ether). Reaction conditions: time 30 minute. Product: COC([C@@H](NC(COC1=CC=C(C=C1)Cl)=O)[C@H](O)C)=O (N-(p-chlorophenoxyacetyl)-L-threonine methyl ester). Reaction SMILES: [Cl:1][C:2]1[CH:19]=[CH:18][C:5]([O:6][CH2:7][C:8]([NH:10][C@H:11]([C:15]([OH:17])=[O:16])[C@@H:12]([CH3:14])[OH:13])=[O:9])=[CH:4][CH:3]=1.[N+](=[CH2:22])=[N-]>C(OCC)C>[CH3:22][O:16][C:15](=[O:17])[C@H:11]([C@@H:12]([CH3:14])[OH:13])[NH:10][C:8](=[O:9])[CH2:7][O:6][C:5]1[CH:4]=[CH:3][C:2]([Cl:1])=[CH:19][CH:18]=1. Procedure details: After the reaction was completed, the mixture was extracted twice with ethyl ether to eliminate unreacted p-chlorophenoxychloride, and the extracted aqueous phase was acidified with hydrochloric acid to precipitate a product which was then extracted three times with ethyl acetate. The extract was evaporated to dryness, and the residue was recrystallized from ethyl acetate/benzene/hexane to obtain a color-less crystal of N-(p-chlorophenoxy)acetyl-L-threonine. To a solution of 5 m moles of N-(p-ch... Starting materials: [Br-], C1CCOC1, O=Cc1cc(Br)ccc1OCc1ccccc1, C[Mg+], CCOCC, O. Yields the product CC(O)c1cc(Br)ccc1OCc1ccccc1. Reaction SMILES: [Br-:23].[CH2:18]1[O:19][CH2:20][CH2:21][CH2:22]1.[CH2:1]([c:2]1[cH:3][cH:4][cH:5][cH:6][cH:7]1)[O:8][c:9]1[c:10]([CH:11]=[O:12])[cH:13][c:14]([Br:17])[cH:15][cH:16]1.[CH3:24][Mg+:25].[CH3:27][CH2:28][O:29][CH2:30][CH3:31].[OH2:26]>>[CH2:1]([c:2]1[cH:3][cH:4][cH:5][cH:6][cH:7]1)[O:8][c:9]1[c:10]([CH:11]([OH:12])[CH3:18])[cH:13][c:14]([Br:17])[cH:15][cH:16]1. Starting materials: C(C1=CC=CC=C1)OC(=O)NCC#CC=1C=C(C=CC1OC)C(C)N(C(=O)[C@H]1CN(CCO1)C(=O)OC(C)(C)C)C1CC1 (tert-butyl (2R)-2-{[{1-[3-(3-{[(benzyloxy)carbonyl]amino}prop-1-yn-1-yl)-4-methoxyphenyl]ethyl}(cyclopropyl)amino]carbonyl}morpholin-4-carboxylate). The reagents and catalysts are [Pd] (palladium on carbon). Run in CO (methanol). Reaction conditions: time 7 hour. Product: NCCCC=1C=C(C=CC1OC)C(C)N(C(=O)[C@H]1CN(CCO1)C(=O)OC(C)(C)C)C1CC1 (tert-butyl (2R)-2-{[{1-[3-(3-aminopropyl)-4-methoxyphenyl]ethyl}(cyclopropyl)amino]carbonyl}morpholin-4-carboxylate). Yield: 67.7%. Reaction SMILES: C(OC([NH:11][CH2:12][C:13]#[C:14][C:15]1[CH:16]=[C:17]([CH:23]([N:25]([CH:41]2[CH2:43][CH2:42]2)[C:26]([C@@H:28]2[O:33][CH2:32][CH2:31][N:30]([C:34]([O:36][C:37]([CH3:40])([CH3:39])[CH3:38])=[O:35])[CH2:29]2)=[O:27])[CH3:24])[CH:18]=[CH:19][C:20]=1[O:21][CH3:22])=O)C1C=CC=CC=1>CO.[Pd]>[NH2:11][CH2:12][CH2:13][CH2:14][C:15]1[CH:16]=[C:17]([CH:23]([N:25]([CH:41]2[CH2:43][CH2:42]2)[C:26]([C@@H:28]2[O:33][CH2:32][CH2:31][N:30]([C:34]([O:36][C:37]([CH3:38])([CH3:40])[CH3:39])=[O:35])[CH2:29]2)=[O:27])[CH3:24])[CH:18]=[CH:19][C:20]=1[O:21][CH3:22]. Procedure details: to a solution of tert-butyl (2R)-2-{[{1-[3-(3-{[(benzyloxy)carbonyl]amino}prop-1-yn-1-yl)-4-methoxyphenyl]ethyl}(cyclopropyl)amino]carbonyl}morpholin-4-carboxylate (2.82 g) in methanol (25 mL) was added 10% palladium on carbon (282 mg), and the mixture was stirred under hydrogen for 7 hours. An insoluble was filtered off, and then the filtrate was concentrated under reduced pressure, and the resulting residue was purified by NH-silica gel column chromatography (eluent: chloroform→chloroform/meth... Reactants: FC=1C(=NC(N([C@H]2[C@H](O)[C@H](O)[C@@H](C)O2)C1)=O)N (5'-Deoxy-5-fluorocytidine), C(C1=CC=CC=C1)(=O)Cl (benzoyl chloride). The reagents and catalysts are CN(C1=CC=NC=C1)C (4-dimethylaminopyridine). Run in N1=CC=CC=C1 (pyridine), N1=CC=CC=C1 (pyridine). Product: C(C1=CC=CC=C1)(=O)NC1=NC(N([C@H]2[C@H](OC(C3=CC=CC=C3)=O)[C@H](OC(C3=CC=CC=C3)=O)[C@@H](C)O2)C=C1F)=O (N4,2'-O,3'-O-tribenzoyl-5'-deoxy-5-fluorocytidine). Reaction SMILES: [F:1][C:2]1[C:3]([NH2:17])=[N:4][C:5](=[O:16])[N:6]([CH:15]=1)[C@@H:7]1[O:14][C@H:12]([CH3:13])[C@@H:10]([OH:11])[C@H:8]1[OH:9].[C:18](Cl)(=[O:25])[C:19]1[CH:24]=[CH:23][CH:22]=[CH:21][CH:20]=1>CN(C)C1C=CN=CC=1.N1C=CC=CC=1>[C:18]([NH:17][C:3]1[C:2]([F:1])=[CH:15][N:6]([C@@H:7]2[O:14][C@H:12]([CH3:13])[C@@H:10]([O:11][C:18](=[O:25])[C:19]3[CH:24]=[CH:23][CH:22]=[CH:21][CH:20]=3)[C@H:8]2[O:9][C:18](=[O:25])[C:19]2[CH:24]=[CH:23][CH:22]=[CH:21][CH:20]=2)[C:5](=[O:16])[N:4]=1)(=[O:25])[C:19]1[CH:24]=[CH:23][CH:22]=[CH:21][CH:20]=1. Procedure details: 5'-Deoxy-5-fluorocytidine (245 mg), benzoyl chloride (400 μl) and 4-dimethylaminopyridine (122 mg) were dissolved in dry pyridine (5 ml). After stirring for 3 hours at room temperature pyridine was removed under reduced pressure. The residue was partitioned between ethyl acetate and water. The ethyl acetate layer was dried over magnesium sulfate and concentrated under reduced pressure. The residue was recrystallized from methanol to give N4,2'-O,3'-O-tribenzoyl-5'-deoxy-5-fluorocytidine (280 mg)... Starting materials: CCCCC(CC)C(=O)[O-].CCCCC(CC)C(=O)[O-].[Sn+2] (stannous octoate), C[C@H]1C(=O)O[C@H](C(=O)O1)C (l-lactide), C1(CCCCCO1)=O (ε-caprolactone), stainless steel, C(CCCCCCCCC)O (decyl alcohol). Reaction conditions: temperature 140 celsius, time 48 hour. Product: C[C@H]1C(=O)O[C@H](C(=O)O1)C.C1(CCCCCO1)=O (l-lactide caprolactone). As a reaction SMILES: [CH3:1][C@@H:2]1[O:9][C:7](=[O:8])[C@H:6]([CH3:10])[O:5][C:3]1=[O:4].[C:11]1(=[O:18])[O:17][CH2:16][CH2:15][CH2:14][CH2:13][CH2:12]1.C(O)CCCCCCCCC.CCCCC(C([O-])=O)CC.CCCCC(C([O-])=O)CC.[Sn+2]>>[CH3:1][C@@H:2]1[O:9][C:7](=[O:8])[C@H:6]([CH3:10])[O:5][C:3]1=[O:4].[C:11]1(=[O:18])[O:17][CH2:16][CH2:15][CH2:14][CH2:13][CH2:12]1 |f:3.4.5,6.7|. Procedure details: In a typical reaction, l-lactide (6.67 moles, 960.5 g) and ε-caprolactone (0.35 moles, 39.9 g) were polymerized using decyl alcohol (7.02×10−3 moles, 1.11 g) as the initiator and stannous octoate (3.51×10−4 moles, 1.76 ml of 0.2 M solution in toluene) as the catalyst. The monomer to initiator ratio was 1,000 to 1; the monomer to catalyst ratio was 20,000 to 1. The reaction was carried out in a stainless steel resin kettle with a mechanical stirrer. The charge was dried under vacuum at 37° C. for...